Dataset: the Open Reaction Database (ORD), a public repository of structured organic reaction records. Task: describe an organic reaction: reactants, conditions, products, and yield Starting materials: ice, C(C1=CC=CC=C1)N1C([C@H](NC(C1)=O)CC1=CC(=C(C=C1)C)OC)=O ((3R)-1-benzyl-3-(3-methoxy-4-methylbenzyl)piperazine-2,5-dione), [OH-].[Na+] (sodium hydroxide), [H-].[Al+3].[Li+].[H-].[H-].[H-] (lithium aluminum hydride). Solvent: O1CCCC1 (tetrahydrofuran). Product: C(C1=CC=CC=C1)N1C[C@H](NCC1)CC1=CC(=C(C=C1)C)OC ((3R)-1-benzyl-3-(3-methoxy-4-methylbenzyl)piperazine). RXN SMILES: [CH2:1]([N:8]1[CH2:13][C:12](=O)[NH:11][C@H:10]([CH2:15][C:16]2[CH:21]=[CH:20][C:19]([CH3:22])=[C:18]([O:23][CH3:24])[CH:17]=2)[C:9]1=O)[C:2]1[CH:7]=[CH:6][CH:5]=[CH:4][CH:3]=1.[H-].[Al+3].[Li+].[H-].[H-].[H-].[OH-].[Na+]>O1CCCC1>[CH2:1]([N:8]1[CH2:13][CH2:12][NH:11][C@H:10]([CH2:15][C:16]2[CH:21]=[CH:20][C:19]([CH3:22])=[C:18]([O:23][CH3:24])[CH:17]=2)[CH2:9]1)[C:2]1[CH:3]=[CH:4][CH:5]=[CH:6][CH:7]=1 |f:1.2.3.4.5.6,7.8|. Procedure: To an ice-cooled suspension of (3R)-1-benzyl-3-(3-methoxy-4-methylbenzyl)piperazine-2,5-dione (1.35 g) in tetrahydrofuran (22 ml) was added lithium aluminum hydride (0.378 g) at 5° C. or below under a nitrogen atmosphere. The mixture was stirred under reflux for 3 hours. After cooling the mixture to 5° C. or below, 2N sodium hydroxide was added to the mixture. After stirring the mixture for 30 minutes, insoluble matters were collected by filtration and washed with tetrahydrofuran. The filtrate a... The reactants are aqueous solution, [Cl-].[NH4+] (ammonium chloride), [H][H] (hydrogen), [H-].[Na+] (sodium hydride), C(C)I (ethyl iodide), O1C(CCCC1)OCC#C (propargyl tetrahydropyranyl ether). Run in O (water), C1CCOC1 (THF). Yields the product O1C(CCCC1)OCC#CCC (2-pentynyl tetrahydropyranyl ether). As a reaction SMILES: [H-].[Na+].[CH2:3](I)[CH3:4].[O:6]1[CH2:11][CH2:10][CH2:9][CH2:8][CH:7]1[O:12][CH2:13][C:14]#[CH:15].[H][H].[Cl-].[NH4+]>O.C1COCC1>[O:6]1[CH2:11][CH2:10][CH2:9][CH2:8][CH:7]1[O:12][CH2:13][C:14]#[C:15][CH2:3][CH3:4] |f:0.1,5.6|. Procedure: THF (2 ml) is added to 68 mg of sodium hydride (content: 47%), and 293 mg of ethyl iodide and 100 mg of the propargyl tetrahydropyranyl ether obtained as above is added to the mixture. The resulting mixture is refluxed for 12 hours and then cooled to room temperature. Several droplets of water are added to the mixture. After the evolution of hydrogen gas has ceased, one ml of 10% aqueous solution of ammonium chloride is added to the reaction mixture, and the mixture is then extracted with ether....